From a dataset of the Open Reaction Database (ORD), a public repository of structured organic reaction records. describe an organic reaction: reactants, conditions, products, and yield Reactants: C1(=CC=CC=C1)CCN (2-phenylethylamine), BrCC(=O)OC (methyl bromoacetate). Run in C1(=CC=CC=C1)C (toluene). Run at time 18 hour. The product is C1(=CC=CC=C1)CCNCC(=O)OC (Methyl (2-phenylethyl)glycinate). Yield: 124.2%. RXN SMILES: [C:1]1([CH2:7][CH2:8][NH2:9])[CH:6]=[CH:5][CH:4]=[CH:3][CH:2]=1.Br[CH2:11][C:12]([O:14][CH3:15])=[O:13]>C1(C)C=CC=CC=1>[C:1]1([CH2:7][CH2:8][NH:9][CH2:11][C:12]([O:14][CH3:15])=[O:13])[CH:6]=[CH:5][CH:4]=[CH:3][CH:2]=1. Procedure details: To a stirred solution of 2-phenylethylamine (9.68 g, 40 mmol) in toluene (50 mL) was added methyl bromoacetate (6.12 g, 20 mmol) dropwise at room temperature and was left stirring for 18 hours. The reaction mixture was filtered before removing the solvent in vacuo and the residue was purified by chromatography over silica gel to yield 4.8 g (61%) of the title compound as an oil. NMR (250 MHz, CDCl3) δ(1H, s), 2.92 (4H, m), 3.43 (2H, s), 3.71 (3H, s), 7.27 (5H, m).